This data is from the Open Reaction Database (ORD), a public repository of structured organic reaction records. The task is: describe an organic reaction: reactants, conditions, products, and yield Starting materials: compound, C(C)(=O)OCCC1=CC=C(C=C1)CCCCCCCC (2-(4-Octylphenyl)ethyl Acetate), C(Br)(Br)(Br)Br (carbon tetrabromide), C1(=CC=CC=C1)P(C1=CC=CC=C1)C1=CC=CC=C1 (triphenylphosphine). Run in ClCCl (dichloromethane). Run at temperature 0 celsius, time 5 minute. Product: C(C#CCCCCCCCCCCCC)Br (2-pentadecynyl bromide). Reaction SMILES: C(OCC[C:7]1[CH:12]=[CH:11][C:10]([CH2:13][CH2:14][CH2:15][CH2:16][CH2:17][CH2:18][CH2:19][CH3:20])=[CH:9][CH:8]=1)(=O)C.[C:21](Br)(Br)(Br)[Br:22].C1(P(C2C=CC=CC=2)C2C=CC=CC=2)C=CC=CC=1>ClCCl>[CH2:21]([Br:22])[C:9]#[C:8][CH2:7][CH2:12][CH2:11][CH2:10][CH2:13][CH2:14][CH2:15][CH2:16][CH2:17][CH2:18][CH2:19][CH3:20]. Reported procedure: In a reaction vessel equipped with a calcium chloride tube, 8.465 g of the compound of (2) above was dissolved in 85 ml of dichloromethane and 15.683 g of carbon tetrabromide and 14.867 g of triphenylphosphine were added thereto under ice-cooling. The mixture was stirred at 0° C. for 5 minutes. The reaction mixture was concentrated under reduced pressure and the residue was extracted with hexane. The hexane extract obtained was concentrated under reduced pressure and the residue was purified by ... Run in C(C)O (ethanol). Reported procedure: Prepared by the method described in Example 37 from 3-[2-(diethylamino)propyl]-1,2,3,4-tetrahydro-8,9-dihydroxy-5H-[1]benzopyrano[3,4-c]pyridin-5-one dihydrobromide (17.0 g, 0.034 moles), potassium carbonate (27.6 g, 0.20 moles), and diethyl sulfate (20.0 g, 0.13 moles). The crude free base product is converted to the dihydrochloride in absolute ethanol. A second recrystallization from ethanol yielded the final product (1.8 g), mp 148°-152° C. The product is Cl.Cl.C(C)N(C(CN1CC2=C(CC1)C1=C(OC2=O)C=C(C(=C1)OCC)OCC)C)CC (3-[2-(Diethylamino)propyl]-1,2,3,4-tetrahydro-8,9-diethoxy-5H-[1]benzopyrano[3,4-c]pyridin-5-one dihydrochloride). RXN SMILES: Br.Br.[CH2:3]([N:5]([CH2:26][CH3:27])[CH:6]([CH3:25])[CH2:7][N:8]1[CH2:13][CH2:12][C:11]2[C:14]3[CH:22]=[C:21]([OH:23])[C:20]([OH:24])=[CH:19][C:15]=3[O:16][C:17](=[O:18])[C:10]=2[CH2:9]1)[CH3:4].C(=O)([O-])[O-].[K+].[K+].S(OCC)(O[CH2:38][CH3:39])(=O)=O.[C:43]1(N)C(F)=C(F)C(F)=C(N)[C:44]=1F.[ClH:55].Cl>C(O)C>[ClH:55].[ClH:55].[CH2:26]([N:5]([CH2:3][CH3:4])[CH:6]([CH3:25])[CH2:7][N:8]1[CH2:13][CH2:12][C:11]2[C:14]3[CH:22]=[C:21]([O:23][CH2:38][CH3:39])[C:20]([O:24][CH2:43][CH3:44])=[CH:19][C:15]=3[O:16][C:17](=[O:18])[C:10]=2[CH2:9]1)[CH3:27] |f:0.1.2,3.4.5,7.8.9,11.12.13|. Starting materials: Br.Br.C(C)N(C(CN1CC2=C(CC1)C1=C(OC2=O)C=C(C(=C1)O)O)C)CC (3-[2-(diethylamino)propyl]-1,2,3,4-tetrahydro-8,9-dihydroxy-5H-[1]benzopyrano[3,4-c]pyridin-5-one dihydrobromide), C1(=C(C(=C(C(=C1F)F)F)N)F)N.Cl.Cl (dihydrochloride), C([O-])([O-])=O.[K+].[K+] (potassium carbonate), S(=O)(=O)(OCC)OCC (diethyl sulfate). Starting materials: O (Water), [Si](C)(C)(C(C)(C)C)OCCN(C(C1=C(C(=C(C=C1)F)Cl)F)=O)C (N-(2-{[tert-Butyl(dimethyl)silyl]oxy}ethyl)-3-chloro-2,4-difluoro-N-methylbenzamide), OC=1C=C(C(=O)NC2=NN(C=C2)C)C=C(C1)OC(C)C (3-hydroxy-5-[(1-methylethyl)oxy]-N-(1-methyl-1H-pyrazol-3-yl)benzamide), C([O-])([O-])=O.[K+].[K+] (potassium carbonate). Run in CC(=O)N(C)C (DMA). Conditions: temperature 135 celsius. The product is ClC1=C(C=CC=2C(N(CCOC21)C)=O)OC=2C=C(C(=O)NC1=NN(C=C1)C)C=C(C2)OC(C)C (3-[(9-Chloro-4-methyl-5-oxo-2,3,4,5-tetrahydro-1,4-benzoxazepin-8-yl)oxy]-5-[(1-methylethyl)oxy]-N-(1-methyl-1H-pyrazol-3-yl)benzamide). The yield is 33.3%. RXN SMILES: [Si]([O:8][CH2:9][CH2:10][N:11]([CH3:23])[C:12](=[O:22])[C:13]1[CH:18]=[CH:17][C:16](F)=[C:15]([Cl:20])[C:14]=1F)(C(C)(C)C)(C)C.[OH:24][C:25]1[CH:26]=[C:27]([CH:37]=[C:38]([O:40][CH:41]([CH3:43])[CH3:42])[CH:39]=1)[C:28]([NH:30][C:31]1[CH:35]=[CH:34][N:33]([CH3:36])[N:32]=1)=[O:29].C(=O)([O-])[O-].[K+].[K+].O>CC(N(C)C)=O>[Cl:20][C:15]1[C:14]2[O:8][CH2:9][CH2:10][N:11]([CH3:23])[C:12](=[O:22])[C:13]=2[CH:18]=[CH:17][C:16]=1[O:24][C:25]1[CH:26]=[C:27]([CH:37]=[C:38]([O:40][CH:41]([CH3:43])[CH3:42])[CH:39]=1)[C:28]([NH:30][C:31]1[CH:35]=[CH:34][N:33]([CH3:36])[N:32]=1)=[O:29] |f:2.3.4|. Procedure details: N-(2-{[tert-Butyl(dimethyl)silyl]oxy}ethyl)-3-chloro-2,4-difluoro-N-methylbenzamide (705 mg, 1.94 mmol) was added to 3-hydroxy-5-[(1-methylethyl)oxy]-N-(1-methyl-1H-pyrazol-3-yl)benzamide (512 mg, 1.86 mmol) and potassium carbonate (536 mg, 3.88 mmol) in DMA (25 mL) and the mixture was heated at 135° C. for 5 hours. Water (100 mL) was added and the reaction mixture extracted with ethyl acetate (3×30 mL). The combined organic phases were washed with water (2×30 mL), brine (2×30 mL), dried (MgSO4)... The reactants are Cl.NO (hydroxylamine hydrochloride), N1=CC(=CC=C1)C(=O)CC1=CC=CC=C1 (benzyl 3-pyridyl ketone). The solvent is N1=CC=CC=C1 (pyridine), N1=CC=CC=C1 (pyridine). Reaction conditions: time 15 minute. The product is N1=CC(=CC=C1)C(CC1=CC=CC=C1)=NO (Benzyl 3-pyridyl ketone oxime). Reaction SMILES: [N:1]1[CH:6]=[CH:5][CH:4]=[C:3]([C:7]([CH2:9][C:10]2[CH:15]=[CH:14][CH:13]=[CH:12][CH:11]=2)=O)[CH:2]=1.Cl.[NH2:17][OH:18]>N1C=CC=CC=1>[N:1]1[CH:6]=[CH:5][CH:4]=[C:3]([C:7](=[N:17][OH:18])[CH2:9][C:10]2[CH:15]=[CH:14][CH:13]=[CH:12][CH:11]=2)[CH:2]=1 |f:1.2|. Procedure details: 10.8 g of benzyl 3-pyridyl ketone are stirred together with 40 ml of pyridine and a solution of 8 g of hydroxylamine hydrochloride in 15 ml of pyridine for 6 hours at 100°. The reaction mixture is poured onto ice/water and the resulting mixture is stirred for a further 15 minutes. The crystals which have precipitated are filtered off with suction, washed with water and dried under a high vacuum. Benzyl 3-pyridyl ketone oxime with a melting point of 122°-126° is obtained. Starting materials: O=C([O-])O, C1CNCCN1, O=c1[nH]nc(Cl)c2c1CCCC2, [Na+], OCCO. The product is Cl, O=c1[nH]nc(N2CCNCC2)c2c1CCCC2. RXN SMILES: [C:19](=[O:20])([O-:21])[OH:22].[CH2:13]1[CH2:14][NH:15][CH2:16][CH2:17][NH:18]1.[Cl:1][c:2]1[n:3][nH:4][c:5](=[O:12])[c:6]2[c:11]1[CH2:10][CH2:9][CH2:8][CH2:7]2.[Na+:23].[OH:24][CH2:25][CH2:26][OH:27]>>[ClH:1].[c:2]1([N:15]2[CH2:14][CH2:13][NH:18][CH2:17][CH2:16]2)[n:3][nH:4][c:5](=[O:12])[c:6]2[c:11]1[CH2:10][CH2:9][CH2:8][CH2:7]2. Starting materials: 15.2, Cl.NO (hydroxylamine hydrochloride), C(CCCCC)(=O)Cl (caproylchloride), ketone, ester, [Cl-].[Al+3].[Cl-].[Cl-] (aluminium chloride), ClC(C(C(=O)C1=CC=CC=C1)O)CCC (3-chloro-2-hydroxy-caprophenone). Solvent: C(C)O (ethanol), N1=CC=CC=C1 (pyridine), CCCCCCC (n-heptane), C(C)O.O (ethanol water). Product: ClC(C(C(C1=CC=CC=C1)=NO)O)CCC (3-chloro-2-hydroxy-caprophenone-oxime). RXN SMILES: C(Cl)(=O)CCCCC.[Cl-].[Al+3].[Cl-].[Cl-].[Cl:13][CH:14]([CH2:25][CH2:26][CH3:27])[CH:15]([OH:24])[C:16]([C:18]1[CH:23]=[CH:22][CH:21]=[CH:20][CH:19]=1)=O.Cl.[NH2:29][OH:30]>C(O)C.N1C=CC=CC=1.CCCCCCC.C(O)C.O>[Cl:13][CH:14]([CH2:25][CH2:26][CH3:27])[CH:15]([OH:24])[C:16](=[N:29][OH:30])[C:18]1[CH:23]=[CH:22][CH:21]=[CH:20][CH:19]=1 |f:1.2.3.4,6.7,11.12|. Reported procedure: o-chloropheol and caproylchloride are converted in a wellknown mode to ester which with aluminium chloride, according to Fries, is rearranged by one-hour heating to 120° C. to 3-chloro-2-hydroxy-caprophenone, between 78° C. and 80° C. in flash point (ethanol/water, n-heptane). 22.6 g (0.1 Mol) of ketone are boiled three hours, along with reflux cooling, together with 15.2 (0.22 Mol) of hydroxylamine hydrochloride in 150 ml of absolute ethanol and 25 ml of pyridine. An oily residue is left, follo... Starting materials: CC(C)(C)OC(=O)NC(Cc1ccc2ccccc2c1)C(=O)O, CC(C)CN(C(CO)CCCCN)S(=O)(=O)c1ccc(F)c(N)c1, O=S(=O)(Cl)Cl. Product: CC(C)CN(C(CO)CCCCNC(=O)C(Cc1ccc2ccccc2c1)NC(=O)OC(C)(C)C)S(=O)(=O)c1ccc(F)c(N)c1. RXN SMILES: [C:30]([CH3:31])([CH3:32])([CH3:33])[O:34][C:35](=[O:36])[NH:37][CH:38]([C:39](=[O:40])[OH:41])[CH2:42][c:43]1[cH:44][c:45]2[cH:46][cH:47][cH:48][cH:49][c:50]2[cH:51][cH:52]1.[NH2:1][CH2:2][CH2:3][CH2:4][CH2:5][CH:6]([CH2:7][OH:8])[N:9]([S:10](=[O:11])(=[O:12])[c:13]1[cH:14][c:15]([NH2:20])[c:16]([F:19])[cH:17][cH:18]1)[CH2:21][CH:22]([CH3:23])[CH3:24].[S:25]([Cl:26])([Cl:27])(=[O:28])=[O:29]>>[NH:1]([CH2:2][CH2:3][CH2:4][CH2:5][CH:6]([CH2:7][OH:8])[N:9]([S:10](=[O:11])(=[O:12])[c:13]1[cH:14][c:15]([NH2:20])[c:16]([F:19])[cH:17][cH:18]1)[CH2:21][CH:22]([CH3:23])[CH3:24])[C:39]([CH:38]([NH:37][C:35]([O:34][C:30]([CH3:31])([CH3:32])[CH3:33])=[O:36])[CH2:42][c:43]1[cH:44][c:45]2[cH:46][cH:47][cH:48][cH:49][c:50]2[cH:51][cH:52]1)=[O:40]. Isolated yield 58.4%. Yields the product C(C=C)C1(C(N(C2=C(N(C1=O)CC(=O)N(C1=CC=C(C=C1)OC)C(C)C)C=CC=C2)C2=CC=CC=C2)=O)OC (2-(3-Allyl-3-methoxy-2,4-dioxo-5-phenyl-2,3,4,5-tetrahydro-benzo[b][1,4]diazepin-1-yl)-N-isopropyl-N-(4-methoxy-phenyl) acetamide). Reported procedure: To a stirring solution of 1.50 g (7.10 mmol) of 2-allyl-2-methoxy-propandioyl dichloride in 50 mL of THF at 0° C. is added dropwise over 2 min a solution of 1.85 g (4.74 mmol) of N-isopropyl-N-(4-methoxy-phenyl)-2-(2-phenylamino-phenylamino) acetamide, prepared as in Intermediate 43, in 20 mL of THF. The resulting solution is stirred at RT for 15 min then refluxed for 18 h. After cooling to RT the solvent is removed in vacuo and the crude product purified by silica gel flash column chromatograph... Run in C1CCOC1 (THF), C1CCOC1 (THF). The reactants are C(C)(C)N(C(CNC1=C(C=CC=C1)NC1=CC=CC=C1)=O)C1=CC=C(C=C1)OC (N-isopropyl-N-(4-methoxy-phenyl)-2-(2-phenylamino-phenylamino) acetamide), Intermediate 43, C(C=C)C(C(=O)Cl)(C(=O)Cl)OC (2-allyl-2-methoxy-propandioyl dichloride). RXN SMILES: [CH2:1]([C:4]([O:11][CH3:12])([C:8](Cl)=[O:9])[C:5](Cl)=[O:6])[CH:2]=[CH2:3].[CH:13]([N:16]([C:34]1[CH:39]=[CH:38][C:37]([O:40][CH3:41])=[CH:36][CH:35]=1)[C:17](=[O:33])[CH2:18][NH:19][C:20]1[CH:25]=[CH:24][CH:23]=[CH:22][C:21]=1[NH:26][C:27]1[CH:32]=[CH:31][CH:30]=[CH:29][CH:28]=1)([CH3:15])[CH3:14]>C1COCC1>[CH2:1]([C:4]1([O:11][CH3:12])[C:8](=[O:9])[N:19]([CH2:18][C:17]([N:16]([CH:13]([CH3:15])[CH3:14])[C:34]2[CH:39]=[CH:38][C:37]([O:40][CH3:41])=[CH:36][CH:35]=2)=[O:33])[C:20]2[CH:25]=[CH:24][CH:23]=[CH:22][C:21]=2[N:26]([C:27]2[CH:28]=[CH:29][CH:30]=[CH:31][CH:32]=2)[C:5]1=[O:6])[CH:2]=[CH2:3]. Reaction conditions: time 15 minute. RXN SMILES: [CH3:3][O:4][C:5]([CH2:6][c:7]1[c:8]2[c:9]([s:10][cH:11]1)[c:12]([O:16][CH2:17][c:18]1[n:19][o:20][c:21](-[c:23]3[cH:24][cH:25][c:26]([Cl:29])[cH:27][cH:28]3)[cH:22]1)[cH:13][cH:14][cH:15]2)=[O:30].[ClH:31].[Li+:1].[O:33]1[CH2:34][CH2:35][CH2:36][CH2:37]1.[OH-:2].[OH2:32].[OH2:38]>>[O:4]=[C:5]([CH2:6][c:7]1[c:8]2[c:9]([s:10][cH:11]1)[c:12]([O:16][CH2:17][c:18]1[n:19][o:20][c:21](-[c:23]3[cH:24][cH:25][c:26]([Cl:29])[cH:27][cH:28]3)[cH:22]1)[cH:13][cH:14][cH:15]2)[OH:30]. The reactants are COC(=O)Cc1csc2c(OCc3cc(-c4ccc(Cl)cc4)on3)cccc12, Cl, [Li+], C1CCOC1, [OH-], O, O. Yields the product O=C(O)Cc1csc2c(OCc3cc(-c4ccc(Cl)cc4)on3)cccc12. Reactants: ClC1=NC(=C2N=CN(C2=N1)[C@H]1[C@@H]([C@@H]([C@H](C1)N1N=CC(=C1)CO)O)O)NCC(C1=CC=CC=C1)C1=CC=CC=C1 ((1R,2S,3R,5S)-3-[2-chloro-6-(2,2-diphenyl-ethylamino)-purin-9-yl]-5-(4-hydroxymethyl-pyrazol-1-yl)-cyclopentane-1,2-diol), FC(C(=O)O)(F)F.C1(=CC=CC=C1)C(CNC1=C2N=CN(C2=NC(=N1)NCCN1CCCCC1)[C@H]1[C@@H]([C@@H]([C@H](C1)N1N=CC(=C1)CO)O)O)C1=CC=CC=C1 ((1R,2S,3R,5S)-3-[6-(2,2-diphenyl-ethylamino)-2-(2-piperidin-1-yl-ethylamino)-purin-9-yl]-5-(4-hydroxymethyl-pyrazol-1-yl)-cyclopentane-1,2-diol trifluoro-acetate), C(C)(C)(C)OC(N[C@H]1CNCC1)=O ((R)-pyrrolidin-3-yl-carbamic acid tert-butyl ester). Product: C(C)(C)(C)OC(N[C@H]1CN(CC1)C1=NC(=C2N=CN(C2=N1)[C@H]1[C@@H]([C@@H]([C@H](C1)N1N=CC(=C1)CO)O)O)NCC(C1=CC=CC=C1)C1=CC=CC=C1)=O ({(R)-1-[9-[(1R,2S,3R,4S)-2,3-Dihydroxy-4-(4-hydroxymethyl-pyrazol-1-yl)-cyclopentyl]-6-(2,2-diphenyl-ethylamino)-9H-purin-2-yl]-pyrrolidin-3-yl}-carbamic Acid Tert-Butyl Ester). Reaction SMILES: Cl[C:2]1[N:10]=[C:9]2[C:5]([N:6]=[CH:7][N:8]2[C@@H:11]2[CH2:15][C@H:14]([N:16]3[CH:20]=[C:19]([CH2:21][OH:22])[CH:18]=[N:17]3)[C@@H:13]([OH:23])[C@H:12]2[OH:24])=[C:4]([NH:25][CH2:26][CH:27]([C:34]2[CH:39]=[CH:38][CH:37]=[CH:36][CH:35]=2)[C:28]2[CH:33]=[CH:32][CH:31]=[CH:30][CH:29]=2)[N:3]=1.FC(F)(F)C(O)=O.C1(C(C2C=CC=CC=2)CNC2N=C(NCCN3CCCCC3)N=C3C=2N=CN3[C@@H]2C[C@H](N3C=C(CO)C=N3)[C@@H](O)[C@H]2O)C=CC=CC=1.[C:94]([O:98][C:99](=[O:106])[NH:100][C@@H:101]1[CH2:105][CH2:104][NH:103][CH2:102]1)([CH3:97])([CH3:96])[CH3:95]>>[C:94]([O:98][C:99](=[O:106])[NH:100][C@@H:101]1[CH2:105][CH2:104][N:103]([C:2]2[N:10]=[C:9]3[C:5]([N:6]=[CH:7][N:8]3[C@@H:11]3[CH2:15][C@H:14]([N:16]4[CH:20]=[C:19]([CH2:21][OH:22])[CH:18]=[N:17]4)[C@@H:13]([OH:23])[C@H:12]3[OH:24])=[C:4]([NH:25][CH2:26][CH:27]([C:34]3[CH:35]=[CH:36][CH:37]=[CH:38][CH:39]=3)[C:28]3[CH:29]=[CH:30][CH:31]=[CH:32][CH:33]=3)[N:3]=2)[CH2:102]1)([CH3:97])([CH3:95])[CH3:96] |f:1.2|. Reported procedure: This compound is prepared from (1R,2S,3R,5S)-3-[2-chloro-6-(2,2-diphenyl-ethylamino)-purin-9-yl]-5-(4-hydroxymethyl-pyrazol-1-yl)-cyclopentane-1,2-diol (Intermediate BA7) using a procedure analogous to that of (1R,2S,3R,5S)-3-[6-(2,2-diphenyl-ethylamino)-2-(2-piperidin-1-yl-ethylamino)-purin-9-yl]-5-(4-hydroxymethyl-pyrazol-1-yl)-cyclopentane-1,2-diol trifluoro-acetate (Example 46) by replacing trans-1,4-diaminocyclohexane with (R)-pyrrolidin-3-yl-carbamic acid tert-butyl ester.